This data is from the Open Reaction Database (ORD), a public repository of structured organic reaction records. The task is: describe an organic reaction: reactants, conditions, products, and yield Reactants: C(C)OC(=O)C1=CC2=C(N(C(=N2)C=2C=C3C(C=C(NC3=CC2)C2=CC=CC=C2)=O)C2CCCCC2)C=C1 (1-Cyclohexyl-2-(4-oxo-2-phenyl-1,4-dihydro-quinolin-6-yl)-1H-benzoimidazole-5-carboxylic acid ethyl ester), P(=O)(Cl)(Cl)Cl (phosphorous oxy chloride). Conditions: temperature 100 celsius. Product: C(C)OC(=O)C1=CC2=C(N(C(=N2)C=2C=C3C(=CC(=NC3=CC2)C2=CC=CC=C2)Cl)C2CCCCC2)C=C1 (2-(4-Chloro-2-phenyl-quinolin-6-yl)-1-cyclohexyl-1H-benzoimidazole-5-carboxylic acid Ethyl Ester). RXN SMILES: [CH2:1]([O:3][C:4]([C:6]1[CH:37]=[CH:36][C:9]2[N:10]([CH:30]3[CH2:35][CH2:34][CH2:33][CH2:32][CH2:31]3)[C:11]([C:13]3[CH:14]=[C:15]4[C:20](=[CH:21][CH:22]=3)[NH:19][C:18]([C:23]3[CH:28]=[CH:27][CH:26]=[CH:25][CH:24]=3)=[CH:17][C:16]4=O)=[N:12][C:8]=2[CH:7]=1)=[O:5])[CH3:2].P(Cl)(Cl)([Cl:40])=O>>[CH2:1]([O:3][C:4]([C:6]1[CH:37]=[CH:36][C:9]2[N:10]([CH:30]3[CH2:35][CH2:34][CH2:33][CH2:32][CH2:31]3)[C:11]([C:13]3[CH:14]=[C:15]4[C:20](=[CH:21][CH:22]=3)[N:19]=[C:18]([C:23]3[CH:28]=[CH:27][CH:26]=[CH:25][CH:24]=3)[CH:17]=[C:16]4[Cl:40])=[N:12][C:8]=2[CH:7]=1)=[O:5])[CH3:2]. Procedure details: 1-Cyclohexyl-2-(4-oxo-2-phenyl-1,4-dihydro-quinolin-6-yl)-1H-benzoimidazole-5-carboxylic acid ethyl ester acid (4 g, 8.14 mmol) was dissolved in phosphorous oxy chloride and heated at 100° C. overnight. After evaporation of the solvent the product was recrystallized from methanol/water to give 3.96 g of crude product. Silica gel purification of the title compound proved to be unsatisfactory due to degradation of the product on the column. MS: 510.22 (M+H+).